From a dataset of the Open Reaction Database (ORD), a public repository of structured organic reaction records. describe an organic reaction: reactants, conditions, products, and yield Run in ClCCCl (1,2-dichloroethane). RXN SMILES: [CH3:1][N:2]([CH3:6])[CH2:3][CH2:4][NH2:5].CC(O)=O.[Br:11][C:12]1[CH:31]=[CH:30][C:15]2[O:16][CH2:17][C:18](=O)[CH2:19][N:20]3[C:28]4[CH:27]=[CH:26][CH:25]=[CH:24][C:23]=4[CH:22]=[C:21]3[C:14]=2[CH:13]=1.[BH-](OC(C)=O)(OC(C)=O)OC(C)=O.[Na+]>ClCCCl>[Br:11][C:12]1[CH:31]=[CH:30][C:15]2[O:16][CH2:17][CH:18]([NH:5][CH2:4][CH2:3][N:2]([CH3:6])[CH3:1])[CH2:19][N:20]3[C:28]4[CH:27]=[CH:26][CH:25]=[CH:24][C:23]=4[CH:22]=[C:21]3[C:14]=2[CH:13]=1 |f:3.4|. Reported procedure: N′,N′-dimethylethane-1,2-diamine (39 mg, 0.440 mmol) and CH3COOH (26 mg, 0.440 mmol) were added to the mixture of 2-bromo-6H-benzo[2,3][1,5]oxazocino[5,4-a]indol-7(8H)-one (100 mg, 0.293 mmol) in 1,2-dichloroethane (2 mL). The mixture was stirred at room temperature for 20 minutes. Then NaBH(OAc)3 (93 mg, 0.440 mmol) was added to the mixture. The mixture was stirred at room temperature for 2 hours. The mixture was then quenched with saturated NaHCO3 (30 mL) and extracted with ethyl acetate (15 m... Product: BrC1=CC2=C(OCC(CN3C2=CC=2C=CC=CC32)NCCN(C)C)C=C1 (N1-(2-bromo-7,8-dihydro-6H-benzo[2,3][1,5]oxazocino[5,4-a]indol-7-yl)-N2,N2-dimethylethane-1,2-diamine). Run at time 20 minute. Reactants: [BH-](OC(=O)C)(OC(=O)C)OC(=O)C.[Na+] (NaBH(OAc)3), CN(CCN)C (N′,N′-dimethylethane-1,2-diamine), CC(=O)O (CH3COOH), BrC1=CC2=C(OCC(CN3C2=CC=2C=CC=CC32)=O)C=C1 (2-bromo-6H-benzo[2,3][1,5]oxazocino[5,4-a]indol-7(8H)-one). The reactants are ClCCl, N#N, C[Si](C)(C)CCOCn1nc(C=Cc2ccncc2)c2ccc(C3CC34C(=O)Nc3ccccc34)cc21. The product is O=C1Nc2ccccc2C12CC2c1ccc2c(C=Cc3ccncc3)n[nH]c2c1. RXN SMILES: [Cl:40][CH2:41][Cl:42].[N:38]#[N:39].[n:1]1[cH:2][cH:3][c:4]([CH:7]=[CH:8][c:9]2[n:10][n:11]([CH2:30][O:31][CH2:32][CH2:33][Si:34]([CH3:35])([CH3:36])[CH3:37])[c:12]3[cH:13][c:14]([CH:18]4[C:19]5([CH2:20]4)[C:21](=[O:29])[NH:22][c:23]4[cH:24][cH:25][cH:26][cH:27][c:28]45)[cH:15][cH:16][c:17]23)[cH:5][cH:6]1>>[n:1]1[cH:2][cH:3][c:4]([CH:7]=[CH:8][c:9]2[n:10][nH:11][c:12]3[cH:13][c:14]([CH:18]4[C:19]5([CH2:20]4)[C:21](=[O:29])[NH:22][c:23]4[cH:24][cH:25][cH:26][cH:27][c:28]45)[cH:15][cH:16][c:17]23)[cH:5][cH:6]1. Run in C1(=CC=CC=C1)C (toluene), C(C)(=O)OCC (ethyl acetate). As a reaction SMILES: Br[C:2]1[N:7]=[CH:6][C:5]2[N:8]=[C:9]([C:17]3[C:18]([NH2:22])=[N:19][O:20][N:21]=3)[N:10]([C:11]3[CH:16]=[CH:15][CH:14]=[CH:13][CH:12]=3)[C:4]=2[CH:3]=1.[OH:23][C:24]1[CH:25]=[C:26]([CH:31]=[CH:32][CH:33]=1)[C:27]([O:29][CH3:30])=[O:28].N1C2C(=CC=C3C=2N=CC=C3)C=CC=1.C(=O)([O-])[O-].[Cs+].[Cs+]>C1(C)C=CC=CC=1.C(OCC)(=O)C.[Cu]I>[NH2:22][C:18]1[C:17]([C:9]2[N:10]([C:11]3[CH:16]=[CH:15][CH:14]=[CH:13][CH:12]=3)[C:4]3[CH:3]=[C:2]([O:23][C:24]4[CH:25]=[C:26]([CH:31]=[CH:32][CH:33]=4)[C:27]([O:29][CH3:30])=[O:28])[N:7]=[CH:6][C:5]=3[N:8]=2)=[N:21][O:20][N:19]=1 |f:3.4.5|. Conditions: temperature 125 celsius. The reagents and catalysts are [Cu]I (copper (I) iodide). Procedure: A heterogeneous mixture of the product from Step 7 (0.75 g, 2.1 mmol), methyl 3-hydroxybenzoate (1.5 equiv), 1,10-phenanthroline (1.5 equiv), copper (I) iodide (0.42 g, 2.2 mmol) and cesium carbonate (1.44 g, 3.78 mmol) in toluene (30 mL) and ethyl acetate (1.5 mL) was heated in a sealed tube at 125° C. for 2 days. The reaction mixture was cooled to rt triturated with ethyl acetate. The resulting crude solid was crystallized from ethanol to afford the title compound (0.30 g, 33%). MS (ES+) m/e 4... Isolated yield 33.0%. Reactants: BrC1=CC2=C(C=N1)N=C(N2C2=CC=CC=C2)C=2C(=NON2)N (4-(6-Bromo-1-phenyl-1H-imidazo[4,5-c]pyridin-2-yl)-furazan-3-amine), OC=1C=C(C(=O)OC)C=CC1 (methyl 3-hydroxybenzoate), N1=CC=CC2=CC=C3C=CC=NC3=C12 (1,10-phenanthroline), C([O-])([O-])=O.[Cs+].[Cs+] (cesium carbonate). The product is NC=1C(=NON1)C=1N(C2=C(C=NC(=C2)OC=2C=C(C(=O)OC)C=CC2)N1)C1=CC=CC=C1 (Methyl 3-{[2-(4-amino-furazan-3-yl)-1-phenyl-1H-imidazo[4,5-c]pyridin-6-yl]oxy}benzoate). Starting materials: BrC=1C=C2C=NN=C(C2=CC1)NCCN(CC)CC (6-Bromo-N-(2-(diethylamino)ethyl)phthalazin-1-amine), C(C)(=O)[O-].[K+] (potassium acetate), B1(OC(C(O1)(C)C)(C)C)B2OC(C(O2)(C)C)(C)C (bis(pinacolato)diboron), BrC=1C=C(C(=O)NC2CC2)C=CC1C (3-bromo-N-cyclopropyl-4-methylbenzamide), C([O-])([O-])=O.[Na+].[Na+] (sodium carbonate), O (water). The reagents and catalysts are C1=CC=C(C=C1)P([C-]2C=CC=C2)C3=CC=CC=C3.C1=CC=C(C=C1)P([C-]2C=CC=C2)C3=CC=CC=C3.Cl[Pd]Cl.[Fe+2] (1,1′-bis(diphenylphosphino)ferrocene-palladium dichloride), C=1C=CC(=CC1)[P](C=2C=CC=CC2)(C=3C=CC=CC3)[Pd]([P](C=4C=CC=CC4)(C=5C=CC=CC5)C=6C=CC=CC6)([P](C=7C=CC=CC7)(C=8C=CC=CC8)C=9C=CC=CC9)[P](C=1C=CC=CC1)(C=1C=CC=CC1)C=1C=CC=CC1 (tetrakis(triphenylphosphine)palladium). Run in CCOC(=O)C (EtOAc), O1CCOCC1 (dioxane), C(C)O (ethyl alcohol). Conditions: temperature 160 celsius. Product: C1(CC1)NC(C1=CC(=C(C=C1)C)C=1C=C2C=NN=C(C2=CC1)NCCN(CC)CC)=O (N-cyclopropyl-3-(1-(2-(diethylamino)ethylamino)phthalazin-6-yl)-4-methylbenzamide). Reaction SMILES: Br[C:2]1[CH:3]=[C:4]2[C:9](=[CH:10][CH:11]=1)[C:8]([NH:12][CH2:13][CH2:14][N:15]([CH2:18][CH3:19])[CH2:16][CH3:17])=[N:7][N:6]=[CH:5]2.C([O-])(=O)C.[K+].B1(B2OC(C)(C)C(C)(C)O2)OC(C)(C)C(C)(C)O1.Br[C:44]1[CH:45]=[C:46]([CH:53]=[CH:54][C:55]=1[CH3:56])[C:47]([NH:49][CH:50]1[CH2:52][CH2:51]1)=[O:48].C(=O)([O-])[O-].[Na+].[Na+].O>O1CCOCC1.CCOC(C)=O.C1C=CC(P(C2C=CC=CC=2)[C-]2C=CC=C2)=CC=1.C1C=CC(P(C2C=CC=CC=2)[C-]2C=CC=C2)=CC=1.Cl[Pd]Cl.[Fe+2].C1C=CC([P]([Pd]([P](C2C=CC=CC=2)(C2C=CC=CC=2)C2C=CC=CC=2)([P](C2C=CC=CC=2)(C2C=CC=CC=2)C2C=CC=CC=2)[P](C2C=CC=CC=2)(C2C=CC=CC=2)C2C=CC=CC=2)(C2C=CC=CC=2)C2C=CC=CC=2)=CC=1.C(O)C>[CH:50]1([NH:49][C:47](=[O:48])[C:46]2[CH:53]=[CH:54][C:55]([CH3:56])=[C:44]([C:2]3[CH:3]=[C:4]4[C:9](=[CH:10][CH:11]=3)[C:8]([NH:12][CH2:13][CH2:14][N:15]([CH2:18][CH3:19])[CH2:16][CH3:17])=[N:7][N:6]=[CH:5]4)[CH:45]=2)[CH2:51][CH2:52]1 |f:1.2,5.6.7,11.12.13.14,^1:119,121,140,159|. Procedure details: 6-Bromo-N-(2-(diethylamino)ethyl)phthalazin-1-amine (140 mg, 430 μmol), potassium acetate (60 mg, 610 μmol), bis(pinacolato)diboron (150 mg, 610 μmol), and 1,1′-bis(diphenylphosphino)ferrocene-palladium dichloride (32 mg, 40 μmol) were suspended in dioxane (4 mL) and heated in the microwave for 10 min at 160° C. The reaction was added to a mixture of 3-bromo-N-cyclopropyl-4-methylbenzamide (110mg, 430 μmol), sodium carbonate-2 M in water (0.33 mL, 0.65 mmol), tetrakis(triphenylphosphine)palladiu...